This data is from the Open Reaction Database (ORD), a public repository of structured organic reaction records. The task is: describe an organic reaction: reactants, conditions, products, and yield Starting materials: [BH4-], CO, CC(C)(C)c1nc2c(n1Cc1ccc(Cl)cc1)C(=O)CCC2, ClCCl, [Na+]. Product: CC(C)(C)c1nc2c(n1Cc1ccc(Cl)cc1)C(O)CCC2. RXN SMILES: [BH4-:23].[CH3:25][OH:26].[Cl:1][c:2]1[cH:3][cH:4][c:5]([CH2:8][n:9]2[c:10]([C:19]([CH3:20])([CH3:21])[CH3:22])[n:11][c:12]3[c:13]2[C:14](=[O:18])[CH2:15][CH2:16][CH2:17]3)[cH:6][cH:7]1.[Cl:27][CH2:28][Cl:29].[Na+:24]>>[Cl:1][c:2]1[cH:3][cH:4][c:5]([CH2:8][n:9]2[c:10]([C:19]([CH3:20])([CH3:21])[CH3:22])[n:11][c:12]3[c:13]2[CH:14]([OH:18])[CH2:15][CH2:16][CH2:17]3)[cH:6][cH:7]1. The reactants are B, CCCCCCCCCCOc1cnc(-c2ccc(Br)cc2)nc1, C1CCOC1, Cc1ccccc1, [Na+], [OH-], O, C#CCCCC(C)O, Oc1ccccc1O, c1ccc(P(c2ccccc2)(c2ccccc2)[Pd](P(c2ccccc2)(c2ccccc2)c2ccccc2)(P(c2ccccc2)(c2ccccc2)c2ccccc2)P(c2ccccc2)(c2ccccc2)c2ccccc2)cc1. Product: CCCCCCCCCCOc1cnc(-c2ccc(C=CCCCC(C)O)cc2)nc1. RXN SMILES: [BH3:35].[CH2:1]([CH2:2][CH2:3][CH2:4][CH2:5][CH2:6][CH2:7][CH2:8][CH2:9][CH3:10])[O:11][c:12]1[cH:13][n:14][c:15](-[c:18]2[cH:19][cH:20][c:21]([Br:24])[cH:22][cH:23]2)[n:16][cH:17]1.[CH2:44]1[O:45][CH2:46][CH2:47][CH2:48]1.[CH3:127][c:128]1[cH:129][cH:130][cH:131][cH:132][cH:133]1.[Na+:26].[OH-:25].[OH2:126].[OH:27][CH:28]([CH2:29][CH2:30][CH2:31][C:32]#[CH:33])[CH3:34].[c:36]1([OH:43])[c:37]([OH:42])[cH:38][cH:39][cH:40][cH:41]1.[cH:49]1[cH:50][cH:51][c:52]([P:53]([Pd:54]([P:55]([c:56]2[cH:57][cH:58][cH:59][cH:60][cH:61]2)([c:62]2[cH:63][cH:64][cH:65][cH:66][cH:67]2)[c:68]2[cH:69][cH:70][cH:71][cH:72][cH:73]2)([P:74]([c:75]2[cH:76][cH:77][cH:78][cH:79][cH:80]2)([c:81]2[cH:82][cH:83][cH:84][cH:85][cH:86]2)[c:87]2[cH:88][cH:89][cH:90][cH:91][cH:92]2)[P:93]([c:94]2[cH:95][cH:96][cH:97][cH:98][cH:99]2)([c:100]2[cH:101][cH:102][cH:103][cH:104][cH:105]2)[c:106]2[cH:107][cH:108][cH:109][cH:110][cH:111]2)([c:112]2[cH:113][cH:114][cH:115][cH:116][cH:117]2)[c:118]2[cH:119][cH:120][cH:121][cH:122][cH:123]2)[cH:124][cH:125]1>>[CH2:1]([CH2:2][CH2:3][CH2:4][CH2:5][CH2:6][CH2:7][CH2:8][CH2:9][CH3:10])[O:11][c:12]1[cH:13][n:14][c:15](-[c:18]2[cH:19][cH:20][c:21]([CH:33]=[CH:32][CH2:31][CH2:30][CH2:29][CH:28]([OH:27])[CH3:34])[cH:22][cH:23]2)[n:16][cH:17]1. Reactants: O=C(NCc1cccc(F)c1)Nc1nc(CI)cs1, NCCO, C1CCOC1, O. The product is O=C(NCc1cccc(F)c1)Nc1nc(CNCCO)cs1. Reaction SMILES: [F:1][c:2]1[cH:3][c:4]([CH2:5][NH:6][C:7](=[O:8])[NH:9][c:10]2[s:11][cH:12][c:13]([CH2:15][I:16])[n:14]2)[cH:17][cH:18][cH:19]1.[NH2:20][CH2:21][CH2:22][OH:23].[O:25]1[CH2:26][CH2:27][CH2:28][CH2:29]1.[OH2:24]>>[F:1][c:2]1[cH:3][c:4]([CH2:5][NH:6][C:7](=[O:8])[NH:9][c:10]2[s:11][cH:12][c:13]([CH2:15][NH:20][CH2:21][CH2:22][OH:23])[n:14]2)[cH:17][cH:18][cH:19]1. Reactants: ClC1=NN2C(C(=CC=C2)C2=CC=C(C=C2)P(=O)(C)C)=N1 (2-chloro-8-[4-(dimethyl-phosphinoyl)-phenyl]-[1,2,4]triazolo[1,5-a]pyridine), CS(=O)(=O)CCN1CCC(CC1)C=1C=C(C=CC1)N (3-[1-(2-methanesulfonyl-ethyl)-piperidin-4-yl]-phenylamine), C1(CCCCC1)P(C1=C(C=CC=C1)C1=C(C=CC=C1)P(C1CCCCC1)C1CCCCC1)C1CCCCC1 (2,2′-bis-dicyclohexylphosphanyl-biphenyl). Yields the product CP(=O)(C1=CC=C(C=C1)C=1C=2N(C=CC1)N=C(N2)NC2=CC(=CC=C2)C2CCN(CC2)CCS(=O)(=O)C)C ({8-[4-(Dimethyl-phosphinoyl)-phenyl]-[1,2,4]triazolo[1,5-a]pyridin-2-yl}-{3-[1-(2-methanesulfonyl-ethyl)-piperidin-4-yl]-phenyl}-amine), solid. Yield: 58.0%. As a reaction SMILES: Cl[C:2]1[N:20]=[C:5]2[C:6]([C:10]3[CH:15]=[CH:14][C:13]([P:16]([CH3:19])([CH3:18])=[O:17])=[CH:12][CH:11]=3)=[CH:7][CH:8]=[CH:9][N:4]2[N:3]=1.[CH3:21][S:22]([CH2:25][CH2:26][N:27]1[CH2:32][CH2:31][CH:30]([C:33]2[CH:34]=[C:35]([NH2:39])[CH:36]=[CH:37][CH:38]=2)[CH2:29][CH2:28]1)(=[O:24])=[O:23].C1(P(C2CCCCC2)C2C=CC=CC=2C2C=CC=CC=2P(C2CCCCC2)C2CCCCC2)CCCCC1>>[CH3:18][P:16]([CH3:19])([C:13]1[CH:14]=[CH:15][C:10]([C:6]2[C:5]3[N:4]([N:3]=[C:2]([NH:39][C:35]4[CH:36]=[CH:37][CH:38]=[C:33]([CH:30]5[CH2:31][CH2:32][N:27]([CH2:26][CH2:25][S:22]([CH3:21])(=[O:24])=[O:23])[CH2:28][CH2:29]5)[CH:34]=4)[N:20]=3)[CH:9]=[CH:8][CH:7]=2)=[CH:11][CH:12]=1)=[O:17]. Reported procedure: 203 c) {8-[4-(Dimethyl-phosphinoyl)-phenyl]-[1,2,4]triazolo[1,5-a]pyridin-2-yl}-{3-[1-(2-methanesulfonyl-ethyl)-piperidin-4-yl]-phenyl}-amine was prepared from 2-chloro-8-[4-(dimethyl-phosphinoyl)-phenyl]-[1,2,4]triazolo[1,5-a]pyridine (75.0 mg, 0.245 mmol) and 3-[1-(2-methanesulfonyl-ethyl)-piperidin-4-yl]-phenylamine (78.0 mg, 0.276 mmol) with 2,2′-bis-dicyclohexylphosphanyl-biphenyl (21.0 mg, 0.0384 mmol) as the ligand in a manner analogous to Example 2d. Product isolated as an off-white soli... Reactants: C[C@](C(=O)OCC)(CCN1N=NC(=C1C)C1=CC=CC=C1)S(=O)(=O)C (ethyl (2R)-2-methyl-4-(5-methyl-4-phenyl-1H-1,2,3-triazol-1-yl)-2-(methylsulfonyl)butanoate), C[C@](C(=O)OCC)(CCN1N=NC(=C1C1=CC=CC=C1)C)S(=O)(=O)C (ethyl (2R)-2-methyl-4-(4-methyl-5-phenyl-1H-1,2,3-triazol-1-yl)-2-(methylsulfonyl)butanoate), Cl (HCl), [Li+].[OH-] (LiOH). The solvent is C1CCOC1 (THF), O (water). Conditions: time 8 hour. Yields the product C[C@](C(=O)O)(CCN1N=NC(=C1C)C1=CC=CC=C1)S(=O)(=O)C ((2R)-2-methyl-4-(5-methyl-4-phenyl-1H-1,2,3-triazol-1-yl)-2-(methylsulfonyl)butanoic acid). Reaction SMILES: [CH3:1][C@@:2]([S:22]([CH3:25])(=[O:24])=[O:23])([CH2:8][CH2:9][N:10]1[C:14]([CH3:15])=[C:13]([C:16]2[CH:21]=[CH:20][CH:19]=[CH:18][CH:17]=2)[N:12]=[N:11]1)[C:3]([O:5]CC)=[O:4].C[C@@](S(C)(=O)=O)(CCN1C(C2C=CC=CC=2)=C(C)N=N1)C(OCC)=O.[Li+].[OH-].Cl>C1COCC1.O>[CH3:1][C@@:2]([S:22]([CH3:25])(=[O:23])=[O:24])([CH2:8][CH2:9][N:10]1[C:14]([CH3:15])=[C:13]([C:16]2[CH:21]=[CH:20][CH:19]=[CH:18][CH:17]=2)[N:12]=[N:11]1)[C:3]([OH:5])=[O:4] |f:2.3|. Procedure: To a solution of the mixture of ethyl (2R)-2-methyl-4-(5-methyl-4-phenyl-1H-1,2,3-triazol-1-yl)-2-(methylsulfonyl)butanoate and ethyl (2R)-2-methyl-4-(4-methyl-5-phenyl-1H-1,2,3-triazol-1-yl)-2-(methylsulfonyl)butanoate (150 mg, 0.41 mmol, 1 eq) in THF (5 mL) and water (1 mL) was added LiOH (0.41 mmol, 1 eq) and the reaction mixture was allowed to stir at RT overnight. The reaction mixture was acidified with 1M HCl and extracted with CH2Cl2. The organic layer was dried (MgSO4), filtered and conc... Starting materials: CNC(=O)C1CCCCN1S(=O)(=O)c1ccc(F)cc1, COc1ccc(P2(=S)SP(=S)(c3ccc(OC)cc3)S2)cc1. The product is CNC(=S)C1CCCCN1S(=O)(=O)c1ccc(F)cc1. RXN SMILES: [CH3:1][NH:2][C:3](=[O:4])[CH:5]1[N:6]([S:11](=[O:12])(=[O:13])[c:14]2[cH:15][cH:16][c:17]([F:20])[cH:18][cH:19]2)[CH2:7][CH2:8][CH2:9][CH2:10]1.[CH3:21][O:22][c:23]1[cH:24][cH:25][c:26]([P:27]2(=[S:30])[S:28][P:29]([c:31]3[cH:32][cH:33][c:34]([O:35][CH3:36])[cH:37][cH:38]3)(=[S:39])[S:40]2)[cH:41][cH:42]1>>[CH3:1][NH:2][C:3]([CH:5]1[N:6]([S:11](=[O:12])(=[O:13])[c:14]2[cH:15][cH:16][c:17]([F:20])[cH:18][cH:19]2)[CH2:7][CH2:8][CH2:9][CH2:10]1)=[S:30]. Reactants: O (water), [OH-].[Na+] (sodium hydroxide), N1=CC(=CC=C1)C1=NOC(=C1)C(=O)OCC (ethyl 3-(pyridin-3-yl)-1,2-oxazole-5-carboxylate). Solvent: O1CCOCC1 (dioxane). Run at time 2 hour. Yields the product N1=CC(=CC=C1)C1=NOC(=C1)C(=O)O (3-(Pyridin-3-yl)-1,2-oxazole-5-carboxylic acid). As a reaction SMILES: [N:1]1[CH:6]=[CH:5][CH:4]=[C:3]([C:7]2[CH:11]=[C:10]([C:12]([O:14]CC)=[O:13])[O:9][N:8]=2)[CH:2]=1.O.[OH-].[Na+]>O1CCOCC1>[N:1]1[CH:6]=[CH:5][CH:4]=[C:3]([C:7]2[CH:11]=[C:10]([C:12]([OH:14])=[O:13])[O:9][N:8]=2)[CH:2]=1 |f:2.3|. Procedure details: 300 mg (1.38 mmol) of ethyl 3-(pyridin-3-yl)-1,2-oxazole-5-carboxylate (for preparation see Chem. Heterocyclic Comp. 2000, 36, 1226-1231) were dissolved in 20 ml of dioxane. While cooling with ice, 7 ml of water and 0.35 ml of 45% aqueous sodium hydroxide solution were added to the solution. The mixture was stirred at room temperature for two hours, then the dioxane was removed on a rotary evaporator under reduced pressure. Ice-water was added to the residue, and it was acidified with concentrat... The product is C(=O)(O)[C@@H]1C[C@H]([C@@H](CC1)NC(=O)C=1NC2=CC=C(C=C2C1)Cl)NC(=O)C=1SC=2CN(CCC2N1)C ((1R,2R,4S)-4-Carboxy-N1-[(5-chloroindol-2-yl)-carbonyl]-N2-[(5-methyl-4,5,6,7-tetrahydrothiazolo-[5,4-c]pyridin-2-yl)carbonyl]-1,2-cyclohexanediamine). Starting materials: ClC=1C=C2C=C(NC2=CC1)C(=O)N[C@H]1[C@@H](C[C@H](CC1)C(=O)OCC)NC(=O)C=1SC=2CN(CCC2N1)C ((1R,2R,4S)-N1-[(5-Chloroindol-2-yl)carbonyl]-4-ethoxycarbonyl-N2-[(5-methyl-4,5,6,7-tetrahydrothiazolo[5,4-c]pyridin-2-yl)carbonyl]-1,2-cyclohexane-diamine), Cl (hydrochloric acid), C(C)O (ethanol), aqueous solution, [OH-].[Na+] (sodium hydroxide). As a reaction SMILES: [Cl:1][C:2]1[CH:3]=[C:4]2[C:8](=[CH:9][CH:10]=1)[NH:7][C:6]([C:11]([NH:13][C@@H:14]1[CH2:19][CH2:18][C@H:17]([C:20]([O:22]CC)=[O:21])[CH2:16][C@H:15]1[NH:25][C:26]([C:28]1[S:29][C:30]3[CH2:31][N:32]([CH3:37])[CH2:33][CH2:34][C:35]=3[N:36]=1)=[O:27])=[O:12])=[CH:5]2.C(O)C.[OH-].[Na+].Cl>O1CCCC1>[C:20]([C@H:17]1[CH2:18][CH2:19][C@@H:14]([NH:13][C:11]([C:6]2[NH:7][C:8]3[C:4]([CH:5]=2)=[CH:3][C:2]([Cl:1])=[CH:10][CH:9]=3)=[O:12])[C@H:15]([NH:25][C:26]([C:28]2[S:29][C:30]3[CH2:31][N:32]([CH3:37])[CH2:33][CH2:34][C:35]=3[N:36]=2)=[O:27])[CH2:16]1)([OH:22])=[O:21] |f:2.3|. The yield is 78.4%. Reported procedure: (1R,2R,4S)-N1-[(5-Chloroindol-2-yl)carbonyl]-4-ethoxycarbonyl-N2-[(5-methyl-4,5,6,7-tetrahydrothiazolo[5,4-c]pyridin-2-yl)carbonyl]-1,2-cyclohexane-diamine (1.6 g) was suspended in a mixed solvent of ethanol (20 ml) and tetrahydrofuran (15 ml), and a 1N aqueous solution (5.9 ml) of sodium hydroxide was added at room temperature to stir the mixture for 12 hours at the same temperature. After adding 1N hydrochloric acid (5.9 ml), the solvent was distilled off under reduced pressure, and the residu... Conditions: time 12 hour. Solvent: O1CCCC1 (tetrahydrofuran).